Dataset: the Open Reaction Database (ORD), a public repository of structured organic reaction records. Task: describe an organic reaction: reactants, conditions, products, and yield Starting materials: [Li] (lithium), C(=O)[O-].[Li+] (lithium formate), [N+](=O)(O)[O-] (nitric acid), O=O (oxygen), OO (hydrogen peroxide), [N+](=O)([O-])[O-].[Ni+2].[N+](=O)([O-])[O-] (nickel nitrate), O=O (oxygen), [N+](=O)([O-])[O-].[Ni+2].[N+](=O)([O-])[O-] (nickel nitrate), [N+](=O)([O-])[O-].[Li+] (lithium nitrate), [N+](=O)(O)[O-] (nitric acid), OO (hydrogen peroxide), [Ni].[Li] (lithium nickel), C(=O)[O-].[Li+] (lithium formate). Solvent: O (water), O (water), O (water). The product is [N+](=O)([O-])[O-].[Li+] (lithium nitrate), C(=O)[O-].[Ni+2].C(=O)[O-] (nickel formate), [N+](=O)([O-])[O-].[Ni+2].[N+](=O)([O-])[O-] (nickel nitrate). RXN SMILES: [Ni:1].[Li].[Li].[CH:4]([O-:6])=[O:5].[Li+:7].[N+:8]([O-:11])([O-:10])=[O:9].[Li+].[N+:13]([O-:16])([O-:15])=[O:14].[Ni+2].[N+:18]([O-:21])([O-:20])=[O:19].[N+]([O-])(O)=O.OO.O=O>O>[N+:8]([O-:11])([O-:10])=[O:9].[Li+:7].[CH:4]([O-:6])=[O:5].[Ni+2:1].[CH:4]([O-:6])=[O:5].[N+:13]([O-:16])([O-:15])=[O:14].[Ni+2:1].[N+:18]([O-:21])([O-:20])=[O:19] |f:0.1,3.4,5.6,7.8.9,14.15,16.17.18,19.20.21,^1:1,2|. Procedure details: First, lithium nitrate, nickel formate, and nickel nitrate were prepared as the compounds of metal elements constituting the lithium nickel complex oxide as the cathode active material for a lithium secondary battery, lithium formate,. Then, 1.0 mol of lithium formate or lithium nitrate and 1.0 mol of nickel nitrate or nickel nitrate were precisely weighed, placed in a vessel, and after adding thereto 4,950 ml of water and 50 ml of nitric acid having a concentration of 60% and a specific gravity... Starting materials: BrC1=CSC=2C1=NC=CC2 (3-bromo-thieno[3,2-b]pyridine), CB(O)O (methylboronic acid), 7/3/1, C(=O)([O-])[O-].[Na+].[Na+] (Na2CO3), O (water). Reagents/catalysts: C=1C=CC(=CC1)[P](C=2C=CC=CC2)(C=3C=CC=CC3)[Pd]([P](C=4C=CC=CC4)(C=5C=CC=CC5)C=6C=CC=CC6)([P](C=7C=CC=CC7)(C=8C=CC=CC8)C=9C=CC=CC9)[P](C=1C=CC=CC1)(C=1C=CC=CC1)C=1C=CC=CC1 (Pd(PPh3)4). Run in COCCOC.O.CCO (DME water EtOH), C(Cl)Cl (CH2Cl2). Conditions: temperature 130 celsius. Product: N (NH3), CC1=CSC=2C1=NC=CC2 (3-Methyl-thieno[3,2-b]pyridine). As a reaction SMILES: Br[C:2]1[C:6]2=[N:7][CH:8]=[CH:9][CH:10]=[C:5]2[S:4][CH:3]=1.[CH3:11]B(O)O.C([O-])([O-])=O.[Na+].[Na+].O>COCCOC.O.CCO.C1C=CC([P]([Pd]([P](C2C=CC=CC=2)(C2C=CC=CC=2)C2C=CC=CC=2)([P](C2C=CC=CC=2)(C2C=CC=CC=2)C2C=CC=CC=2)[P](C2C=CC=CC=2)(C2C=CC=CC=2)C2C=CC=CC=2)(C2C=CC=CC=2)C2C=CC=CC=2)=CC=1.C(Cl)Cl>[NH3:7].[CH3:11][C:2]1[C:6]2=[N:7][CH:8]=[CH:9][CH:10]=[C:5]2[S:4][CH:3]=1 |f:2.3.4,6.7.8,^1:35,37,56,75|. Procedure: Prepare three microwavable reaction vials containing 3-bromo-thieno[3,2-b]pyridine (214 mg, 1.0 mmol) and methylboronic acid (180 mg, 3.0 mmol) in DME/water/EtOH=7/3/1 (4 mL). Add 2 M Na2CO3 (1.5 mL, 3.0 mmol) and bubble in nitrogen gas for 15 min. Add Pd(PPh3)4 (58 mg, 0.05 mmol) and seal the vials. Heat the vials at 130° C. for 30 min in the microwave. Combine all the reaction mixtures, add water and CH2Cl2 and extract. Separate the CH2Cl2 layer, dry over Na2SO4, filter, and evaporate. Purify ... The reactants are ClC=1C=C(C=CC1Cl)NC1=NC2=C(C=C(C=C2C(=N1)O)[N+](=O)[O-])C(=O)O (2-((3,4-dichlorophenyl)amino)-4-hydroxy-6-nitroquinazoline-8-carboxylic acid), CN(S(=O)(=O)C1=CC=C(N)C=C1)C (4-(N,N-dimethyl)sulfamoylaniline). The product is ClC=1C=C(C=CC1Cl)NC1=NC2=C(C=C(C=C2C(=N1)O)[N+](=O)[O-])C(=O)NC1=CC=C(C=C1)S(N(C)C)(=O)=O ((2-((3,4-Dichlorophenyl)amino)-4-hydroxy-6-nitroquinazolin-8-yl)-N-(4-(N,N-dimethyl)sulfamoylphenyl)carboxamide). As a reaction SMILES: [Cl:1][C:2]1[CH:3]=[C:4]([NH:9][C:10]2[N:19]=[C:18]([OH:20])[C:17]3[C:12](=[C:13]([C:24](O)=[O:25])[CH:14]=[C:15]([N+:21]([O-:23])=[O:22])[CH:16]=3)[N:11]=2)[CH:5]=[CH:6][C:7]=1[Cl:8].[CH3:27][N:28]([CH3:39])[S:29]([C:32]1[CH:38]=[CH:37][C:35]([NH2:36])=[CH:34][CH:33]=1)(=[O:31])=[O:30]>>[Cl:1][C:2]1[CH:3]=[C:4]([NH:9][C:10]2[N:19]=[C:24]([OH:25])[C:13]3[C:12](=[C:17]([C:18]([NH:36][C:35]4[CH:37]=[CH:38][C:32]([S:29](=[O:31])(=[O:30])[N:28]([CH3:27])[CH3:39])=[CH:33][CH:34]=4)=[O:20])[CH:16]=[C:15]([N+:21]([O-:23])=[O:22])[CH:14]=3)[N:11]=2)[CH:5]=[CH:6][C:7]=1[Cl:8]. Procedure: The title compound was prepared in a manner analogous to Example 1 from 2-((3,4-dichlorophenyl)amino)-4-hydroxy-6-nitroquinazoline-8-carboxylic acid and 4-(N,N-dimethyl)sulfamoylaniline. 1H NMR (300 MHz, DMSO-d6):. 11.87 (s, 1H), 10.45 (s, 1H), 8.90 (d, J=2.7 Hz, 1H), 8.80 (d, J=2.7 Hz, 1H), 8.01 (d, J=2.4 Hz, 1H), 7.65 (d, J=8.7 Hz, 2H), 7.54 (d, J=8.7 Hz, 2H 2.64 (s, 6H). MS (APCI+): m/z 577, 579. Reactants: C (charcoal), N1N=CC(=C1)C=1C=CC(=C(C1)O)C=1N=NC(=CC1)OC1CC(NC(C1)(C)C)(C)C (5-(1H-pyrazol-4-yl)-2-(6-((2,2,6,6-tetramethylpiperidin-4-yl)oxy)pyridazin-3-yl)phenol), Cl (HCl), O (H2O). Reagents/catalysts: [Pd] (Pd). The solvent is CCO (EtOH). Reaction conditions: temperature 78 celsius, time 2 hour. Yields the product Cl.N1N=CC(=C1)C=1C=CC(=C(C1)O)C=1N=NC(=CC1)OC1CC(NC(C1)(C)C)(C)C (5-(1H-pyrazol-4-yl)-2-(6-((2,2,6,6-tetramethylpiperidin-4-yl)oxy)pyridazin-3-yl)phenol hydrochloride). Yield: 49.6%. RXN SMILES: [NH:1]1[CH:5]=[C:4]([C:6]2[CH:7]=[CH:8][C:9]([C:13]3[N:14]=[N:15][C:16]([O:19][CH:20]4[CH2:25][C:24]([CH3:27])([CH3:26])[NH:23][C:22]([CH3:29])([CH3:28])[CH2:21]4)=[CH:17][CH:18]=3)=[C:10]([OH:12])[CH:11]=2)[CH:3]=[N:2]1.[ClH:30].O.C>[Pd].CCO>[ClH:30].[NH:2]1[CH:3]=[C:4]([C:6]2[CH:7]=[CH:8][C:9]([C:13]3[N:14]=[N:15][C:16]([O:19][CH:20]4[CH2:25][C:24]([CH3:27])([CH3:26])[NH:23][C:22]([CH3:29])([CH3:28])[CH2:21]4)=[CH:17][CH:18]=3)=[C:10]([OH:12])[CH:11]=2)[CH:5]=[N:1]1 |f:6.7|. Reported procedure: To a 2-L flask was added 5-(1H-pyrazol-4-yl)-2-(6-((2,2,6,6-tetramethylpiperidin-4-yl)oxy)pyridazin-3-yl)phenol (50 g, 127 mmol), 37% HCl (21 mL, 254 mmol), H2O (1 L) and EtOH (1 L). SMOPEX-234 (10 g, Pd scavenger) and activated charcoal (10 g) were also added. The mixture was heated at reflux (78° C.) for 3 hours. The resulting black mixture was allowed to cool to 60° C., and the Pd scavenging agents were filtered off at 50-60° C. The filtrate was cooled to 15° C. gradually over 1 h, and a pale... Starting materials: BrC=1C=C(C=CC1)N(C(C(F)(F)F)=O)CC1CCCCC1 (N-(3-bromophenyl)-N-(cyclohexylmethyl)-2,2,2-trifluoroacetamide), C(C#C)NC(OC(C)(C)C)=O (tert-butyl prop-2-ynylcarbamate). Reagents/catalysts: C=1C=CC(=CC1)[P](C=2C=CC=CC2)(C=3C=CC=CC3)[Pd]([P](C=4C=CC=CC4)(C=5C=CC=CC5)C=6C=CC=CC6)([P](C=7C=CC=CC7)(C=8C=CC=CC8)C=9C=CC=CC9)[P](C=1C=CC=CC1)(C=1C=CC=CC1)C=1C=CC=CC1 (Pd(Ph3P)4), [Cu]I (CuI). The solvent is C(C)N(CC)CC (Triethylamine). Reaction conditions: temperature 90 celsius, time 16 hour. The product is C1(CCCCC1)CN(C(C(F)(F)F)=O)C=1C=C(C=CC1)C#CCNC(OC(C)(C)C)=O (tert-butyl 3-(3-(N-(cyclohexylmethyl)-2,2,2-trifluoroacetamido)phenyl)prop-2-ynylcarbamate). Reaction SMILES: Br[C:2]1[CH:3]=[C:4]([N:8]([CH2:15][CH:16]2[CH2:21][CH2:20][CH2:19][CH2:18][CH2:17]2)[C:9](=[O:14])[C:10]([F:13])([F:12])[F:11])[CH:5]=[CH:6][CH:7]=1.[CH2:22]([NH:25][C:26](=[O:32])[O:27][C:28]([CH3:31])([CH3:30])[CH3:29])[C:23]#[CH:24]>C1C=CC([P]([Pd]([P](C2C=CC=CC=2)(C2C=CC=CC=2)C2C=CC=CC=2)([P](C2C=CC=CC=2)(C2C=CC=CC=2)C2C=CC=CC=2)[P](C2C=CC=CC=2)(C2C=CC=CC=2)C2C=CC=CC=2)(C2C=CC=CC=2)C2C=CC=CC=2)=CC=1.[Cu]I.C(N(CC)CC)C>[CH:16]1([CH2:15][N:8]([C:4]2[CH:3]=[C:2]([C:24]#[C:23][CH2:22][NH:25][C:26](=[O:32])[O:27][C:28]([CH3:30])([CH3:29])[CH3:31])[CH:7]=[CH:6][CH:5]=2)[C:9](=[O:14])[C:10]([F:13])([F:12])[F:11])[CH2:21][CH2:20][CH2:19][CH2:18][CH2:17]1 |^1:36,38,57,76|. Reported procedure: Triethylamine (45 mL) was added to a mixture of N-(3-bromophenyl)-N-(cyclohexylmethyl)-2,2,2-trifluoroacetamide (3.8 g, 10.4 mmol), tert-butyl prop-2-ynylcarbamate (2.42 g, 15.6 mmol), Pd(Ph3P)4 (0.6 g, 0.52 mmol) and CuI (0.1 g, 0.52 mmol) and flushed for 15 min with argon. The reaction mixture was stirred for 16 h at 90° C. The reaction mixture was cooled, diluted with ethyl acetate and filtered through Celite bed and the filtrate was concentrated under reduced pressure. Purification by column...